Dataset: the Open Reaction Database (ORD), a public repository of structured organic reaction records. Task: describe an organic reaction: reactants, conditions, products, and yield Reactants: C(C)(C)[N-]C(C)C.[Li+] (lithium diisopropylamide), S(=S)(=O)([O-])[O-].[Na+].[Na+] (sodium thiosulfate), C1(CC1)C=1C=CC(=NC1)F (5-cyclopropyl-2-fluoro-pyridine), II (iodine). Solvent: C1CCOC1 (THF), O (water). Run at time 3 hour. Yields the product C1(CC1)C=1C=C(C(=NC1)F)I (5-Cyclopropyl-2-fluoro-3-iodo-pyridine). The yield is 68.0%. RXN SMILES: [CH:1]1([C:4]2[CH:5]=[CH:6][C:7]([F:10])=[N:8][CH:9]=2)[CH2:3][CH2:2]1.C([N-]C(C)C)(C)C.[Li+].[I:19]I.S([O-])([O-])(=O)=S.[Na+].[Na+]>C1COCC1.O>[CH:1]1([C:4]2[CH:5]=[C:6]([I:19])[C:7]([F:10])=[N:8][CH:9]=2)[CH2:3][CH2:2]1 |f:1.2,4.5.6|. Procedure: Cool a solution of 5-cyclopropyl-2-fluoro-pyridine (1.3 g, 9.5 mmol) in THF (20 mL) to −75° C. in a dry ice-acetone bath under nitrogen. Add lithium diisopropylamide (2 M in THF, 6 mL, 12 mmol) over a period of 30 min. Stir the mixture for an additional 3 hours. Add iodine (2.9 g, 11.4 mmol, dissolved in 50 mL of THF) and stir the mixture for 2 hours. Add water (100 mL) and allow the temperature to rise to room temperature over 1 hour while stirring. Treat the mixture with saturated aqueous sodi... Starting materials: C(C)(=O)NC1=C(C=CC=C1)N1CCC2=CC(=CC=C12)Cl (1-(2-acetamidophenyl)-5-chloro-indoline). The solvent is O=P(Cl)(Cl)Cl (POCl3). Reaction conditions: time 1 hour. The product is Cl.ClC=1C=C2CCN3C2=C(C(=NC2=C3C=CC=C2)C)C1 (4-chloro-1,2-dihydro-6-methylindolo[1,7-ab][1,5]benzodiazepine hydrochloride). Reaction SMILES: [C:1]([NH:4][C:5]1[CH:10]=[CH:9][CH:8]=[CH:7][C:6]=1[N:11]1[C:19]2[C:14](=[CH:15][C:16]([Cl:20])=[CH:17][CH:18]=2)[CH2:13][CH2:12]1)(=O)[CH3:2]>O=P(Cl)(Cl)Cl>[ClH:20].[Cl:20][C:16]1[CH:15]=[C:14]2[C:19]3=[C:18]([CH:17]=1)[C:1]([CH3:2])=[N:4][C:5]1[CH:10]=[CH:9][CH:8]=[CH:7][C:6]=1[N:11]3[CH2:12][CH2:13]2 |f:2.3|. Procedure details: A mixture of 286.8 g of 1-(2-acetamidophenyl)-5-chloro-indoline and 1250 ml POCl3 is stirred for 1 hour at room temperature and then slowly heated to reflux. After 20 hours, the resulting solution is permitted to cool and the POCl3 is distilled off at reduced pressure. The residue is then cautiously triturated with absolute ethanol (spontaneous vigorous boiling) and then boiled for 0.5 hour. After cooling to room temperature, the resulting solid is filtered, washed with ethanol and then with eth... Starting materials: CC#N, NCCCN1CCCC1=O, O=C(O)CCn1cnc2c(=O)[nH]cnc21. The product is O=C(CCn1cnc2c(=O)[nH]cnc21)NCCCN1CCCC1=O. Reaction SMILES: [CH3:26][C:27]#[N:28].[NH2:16][CH2:17][CH2:18][CH2:19][N:20]1[C:21](=[O:25])[CH2:22][CH2:23][CH2:24]1.[O:1]=[c:2]1[c:3]2[n:4][cH:5][n:6]([CH2:11][CH2:12][C:13](=[O:14])[OH:15])[c:7]2[n:8][cH:9][nH:10]1>>[O:1]=[c:2]1[c:3]2[n:4][cH:5][n:6]([CH2:11][CH2:12][C:13](=[O:15])[NH:16][CH2:17][CH2:18][CH2:19][N:20]3[C:21](=[O:25])[CH2:22][CH2:23][CH2:24]3)[c:7]2[n:8][cH:9][nH:10]1. The product is C(CCCCCCC)OC1=CC=C(C=C1)C1=CC=C(C=C1)OC(C1=CC(=C(C=C1)CC(CC)C)C#N)=O (3-cyano-4-(2'-methylbutyl)benzoic acid 4'-octyloxy-4-biphenylyl ester). Procedure: A mixture of this 3-bromo-4-(2'-methylbutyl)benzoic acid 4-octyloxy-4'-biphenylyl ester (5.5 g, 0.01 mol), cuprous cyanide (1.1 g, 0.06 mol) and dimethylformamide (20 ml) was heated to 145°-147° C., following by agitating it for 6 hours, adding a mixture of ferric chloride (4 g), hydrochloric acid (1 ml) and water (7 ml), keeping the mixture at 60°-70° C. for 15 minutes, feeding it into ice water, adding toluene, sufficiently agitating the mixture, transferring it into a separating funnel, sever... Run at time 6 hour. Reaction SMILES: [CH2:1]([O:9][C:10]1[CH:15]=[CH:14][C:13]([C:16]2[CH:21]=[CH:20][C:19]([O:22][C:23](=[O:36])[C:24]3[CH:29]=[CH:28][C:27]([CH2:30][CH:31]([CH3:34])[CH2:32][CH3:33])=[C:26](Br)[CH:25]=3)=[CH:18][CH:17]=2)=[CH:12][CH:11]=1)[CH2:2][CH2:3][CH2:4][CH2:5][CH2:6][CH2:7][CH3:8].[CH3:37][N:38](C)C=O.Cl.O>C1(C)C=CC=CC=1>[CH2:1]([O:9][C:10]1[CH:15]=[CH:14][C:13]([C:16]2[CH:21]=[CH:20][C:19]([O:22][C:23](=[O:36])[C:24]3[CH:29]=[CH:28][C:27]([CH2:30][CH:31]([CH3:34])[CH2:32][CH3:33])=[C:26]([C:37]#[N:38])[CH:25]=3)=[CH:18][CH:17]=2)=[CH:12][CH:11]=1)[CH2:2][CH2:3][CH2:4][CH2:5][CH2:6][CH2:7][CH3:8]. Starting materials: C(CCCCCCC)OC1=CC=C(C=C1)C1=CC=C(C=C1)OC(C1=CC(=C(C=C1)CC(CC)C)Br)=O (3-bromo-4-(2'-methylbutyl)benzoic acid 4-octyloxy-4'-biphenylyl ester), cuprous cyanide, CN(C=O)C (dimethylformamide), ferric chloride, Cl (hydrochloric acid), O (water), ice water. The solvent is C1(=CC=CC=C1)C (toluene). The reactants are mixture, ClC1=C(N=NC(=C1)Cl)OC1=C(C=CC=C1C(C)C)Cl (4,6-dichloro-3-(2-chloro-6-isopropylphenoxy)pyridazine), ClC=1N=NC(=CC1Cl)OC1=C(C=CC=C1C(C)C)Cl (3,4-dichloro-6-(2-chloro-6-isopropylphenoxy)pyridazine). Product: ClC1=CC(=C(N=N1)OC1=C(C=CC=C1C(C)C)Cl)OC (6-chloro-3-(2-chloro-6-isopropylphenoxy)-4-methoxypyridazine), ClC=1N=NC(=CC1OC)OC1=C(C=CC=C1C(C)C)Cl (3-chloro-6-(2-chloro-6-isopropylphenoxy)-4-methoxypyridazine). The yield is 17.1%. RXN SMILES: Cl[C:2]1[CH:7]=[C:6]([Cl:8])[N:5]=[N:4][C:3]=1[O:9][C:10]1[C:15]([CH:16]([CH3:18])[CH3:17])=[CH:14][CH:13]=[CH:12][C:11]=1[Cl:19].[Cl:20][C:21]1[N:22]=[N:23][C:24]([O:28][C:29]2[C:34]([CH:35]([CH3:37])[CH3:36])=[CH:33][CH:32]=[CH:31][C:30]=2[Cl:38])=[CH:25][C:26]=1Cl>>[Cl:8][C:6]1[N:5]=[N:4][C:3]([O:9][C:10]2[C:15]([CH:16]([CH3:18])[CH3:17])=[CH:14][CH:13]=[CH:12][C:11]=2[Cl:19])=[C:2]([O:28][CH3:24])[CH:7]=1.[Cl:20][C:21]1[N:22]=[N:23][C:24]([O:28][C:29]2[C:34]([CH:35]([CH3:37])[CH3:36])=[CH:33][CH:32]=[CH:31][C:30]=2[Cl:38])=[CH:25][C:26]=1[O:9][CH3:3]. Reported procedure: To methanol (10 mL) was added 0.080 g (3.5 mmol) of sodium, and the mixture was stirred at room temperature for 30 minutes. To the mixture was added 0.830 g (2.61 mmol) of 4,6-dichloro-3-(2-chloro-6-isopropylphenoxy)pyridazine obtained in (6), and the mixture was stirred at room temperature for 2 hours. The reaction mixture was poured into ice-cold water, and extracted with ethyl acetate. The organic layers were combined, dried over anhydrous sodium sulfate, and the solvent was removed. The obta... Reactants: COC1=CC=CC=2OC(=CC21)C2=CC(=NO2)C (5-(4-methoxybenzo(b)furan-2-yl)-3-methylisoxazole), B(Br)(Br)Br (boron tribromide). Yields the product OC1=CC=CC=2OC(=CC21)C2=CC(=NO2)C (5-(4-hydroxybenzo(b)furan-2-yl)-3-methylisoxazole). The yield is 92.3%. As a reaction SMILES: C[O:2][C:3]1[C:11]2[CH:10]=[C:9]([C:12]3[O:16][N:15]=[C:14]([CH3:17])[CH:13]=3)[O:8][C:7]=2[CH:6]=[CH:5][CH:4]=1.B(Br)(Br)Br>>[OH:2][C:3]1[C:11]2[CH:10]=[C:9]([C:12]3[O:16][N:15]=[C:14]([CH3:17])[CH:13]=3)[O:8][C:7]=2[CH:6]=[CH:5][CH:4]=1. Procedure: By the reactions in the same manner as in Starting Material Synthesis Example 5 using 5-(4-methoxybenzo(b)furan-2-yl)-3-methylisoxazole (3.0 g) and boron tribromide (7.6 ml), the title compound (2.6 g) was obtained as pale-yellow crystals. Starting materials: C(#N)CCN1C(CCC2=C(C(=C(C=C12)CC=C)OC1OCCCC1)CC=C)=O (1-(2-cyanoethyl)-5,7-diallyl-3,4-dihydro-6-(2-tetrahydropyranyloxy)-2(1H)-quinolinone), Cl (hydrochloric acid). Solvent: CO (methanol). Run at temperature 60 celsius, time 30 minute. The product is C(#N)CCN1C(CCC2=C(C(=C(C=C12)CC=C)O)CC=C)=O (1-(2-cyanoethyl)-5,7-diallyl-3,4-dihydro-6-hydroxy-2(1H)-quinolinone). As a reaction SMILES: [C:1]([CH2:3][CH2:4][N:5]1[C:14]2[C:9](=[C:10]([CH2:25][CH:26]=[CH2:27])[C:11]([O:18]C3CCCCO3)=[C:12]([CH2:15][CH:16]=[CH2:17])[CH:13]=2)[CH2:8][CH2:7][C:6]1=[O:28])#[N:2].Cl>CO>[C:1]([CH2:3][CH2:4][N:5]1[C:14]2[C:9](=[C:10]([CH2:25][CH:26]=[CH2:27])[C:11]([OH:18])=[C:12]([CH2:15][CH:16]=[CH2:17])[CH:13]=2)[CH2:8][CH2:7][C:6]1=[O:28])#[N:2]. Reported procedure: 1-(2-Cyanoethyl)-5,7-diallyl-3,4-dihydro-6-(2-tetrahydropyranyloxy)-2(1H)-quinolinone (1 g) obtained in Example 95 was dissolved in 50 ml of methanol, then 6N-hydrochloric acid was added thereto and stirred at 60° C. for 30 minutes so as to remove the tetrahydropyranyl group, and concentrated under reduced pressure to dryness. Thus obtained residual product was subjected to purification by means of a silica gel column chromatography, then recrystallized from ethyl acetate-n-hexane, there was obt... Reactants: O=C([O-])[O-], CCN(C(C)C)C(C)C, ClCCl, [K+], [K+], O=C(O)C(c1ccccc1)n1c(=O)[nH]c2ccccc21, On1nnc2ccccc21, c1cc(N2CCNCC2)ccn1. Product: O=C(C(c1ccccc1)n1c(=O)[nH]c2ccccc21)N1CCN(c2ccncc2)CC1. Reaction SMILES: [C:52](=[O:53])([O-:54])[O-:55].[CH2:43]([N:44]([CH:45]([CH3:46])[CH3:47])[CH:48]([CH3:49])[CH3:50])[CH3:51].[Cl:58][CH2:59][Cl:60].[K+:56].[K+:57].[O:1]=[c:2]1[nH:3][c:4]2[c:5]([n:6]1[CH:7]([C:8](=[O:9])[OH:10])[c:11]1[cH:12][cH:13][cH:14][cH:15][cH:16]1)[cH:17][cH:18][cH:19][cH:20]2.[OH:21][n:22]1[c:23]2[c:24]([cH:25][cH:26][cH:27][cH:28]2)[n:29][n:30]1.[n:31]1[cH:32][cH:33][c:34]([N:37]2[CH2:38][CH2:39][NH:40][CH2:41][CH2:42]2)[cH:35][cH:36]1>>[O:1]=[c:2]1[nH:3][c:4]2[c:5]([n:6]1[CH:7]([C:8](=[O:10])[N:40]1[CH2:39][CH2:38][N:37]([c:34]3[cH:33][cH:32][n:31][cH:36][cH:35]3)[CH2:42][CH2:41]1)[c:11]1[cH:12][cH:13][cH:14][cH:15][cH:16]1)[cH:17][cH:18][cH:19][cH:20]2.